describe an organic reaction: reactants, conditions, products, and yield From a dataset of the Open Reaction Database (ORD), a public repository of structured organic reaction records. Starting materials: COC(=O)C(=Cc1cc(C)c2nn(S(=O)(=O)CC[Si](C)(C)C)cc2c1)NC(=O)OCc1ccccc1, O=S(=O)([O-])C(F)(F)F, [Rh+]. The product is COC(=O)C(Cc1cc(C)c2nn(S(=O)(=O)CC[Si](C)(C)C)cc2c1)NC(=O)OCc1ccccc1. As a reaction SMILES: [CH3:1][O:2][C:3]([C:4](=[CH:5][c:6]1[cH:7][c:8]2[cH:9][n:10]([S:16](=[O:17])(=[O:18])[CH2:19][CH2:20][Si:21]([CH3:22])([CH3:23])[CH3:24])[n:11][c:12]2[c:13]([CH3:15])[cH:14]1)[NH:25][C:26](=[O:27])[O:28][CH2:29][c:30]1[cH:31][cH:32][cH:33][cH:34][cH:35]1)=[O:36].[F:37][C:38]([S:39]([O-:40])(=[O:41])=[O:42])([F:43])[F:44].[Rh+:45]>>[CH3:1][O:2][C:3]([CH:4]([CH2:5][c:6]1[cH:7][c:8]2[cH:9][n:10]([S:16](=[O:17])(=[O:18])[CH2:19][CH2:20][Si:21]([CH3:22])([CH3:23])[CH3:24])[n:11][c:12]2[c:13]([CH3:15])[cH:14]1)[NH:25][C:26](=[O:27])[O:28][CH2:29][c:30]1[cH:31][cH:32][cH:33][cH:34][cH:35]1)=[O:36]. Reactants: COc1c(Cl)cccc1N1CCN(C(=O)OC(C)(C)C)CC1, ClCCl, O=C(O)C(F)(F)F. The product is COc1c(Cl)cccc1N1CCNCC1. As a reaction SMILES: [C:1]([O:2][C:3](=[O:4])[N:8]1[CH2:9][CH2:10][N:11]([c:14]2[c:15]([O:21][CH3:22])[c:16]([Cl:20])[cH:17][cH:18][cH:19]2)[CH2:12][CH2:13]1)([CH3:5])([CH3:6])[CH3:7].[Cl:30][CH2:31][Cl:32].[F:23][C:24]([F:25])([F:26])[C:27]([OH:28])=[O:29]>>[NH:8]1[CH2:9][CH2:10][N:11]([c:14]2[c:15]([O:21][CH3:22])[c:16]([Cl:20])[cH:17][cH:18][cH:19]2)[CH2:12][CH2:13]1. Reactants: C1COCCO1, Cl, CC(C)(C)OC(=O)N1CC=C(c2ccc(-c3cnc4ncc(C5(c6ccc7ncccc7c6)CC5)n4n3)cc2)CC1. Yields the product Cl, C1=C(c2ccc(-c3cnc4ncc(C5(c6ccc7ncccc7c6)CC5)n4n3)cc2)CCNC1. Reaction SMILES: [CH2:43]1[O:44][CH2:45][CH2:46][O:47][CH2:48]1.[ClH:42].[n:1]1[cH:2][cH:3][cH:4][c:5]2[cH:6][c:7]([C:11]3([c:14]4[cH:15][n:16][c:17]5[n:18]4[n:19][c:20](-[c:23]4[cH:24][cH:25][c:26]([C:29]6=[CH:34][CH2:33][N:32]([C:35]([O:36][C:37]([CH3:38])([CH3:39])[CH3:40])=[O:41])[CH2:31][CH2:30]6)[cH:27][cH:28]4)[cH:21][n:22]5)[CH2:12][CH2:13]3)[cH:8][cH:9][c:10]12>>[ClH:42].[n:1]1[cH:2][cH:3][cH:4][c:5]2[cH:6][c:7]([C:11]3([c:14]4[cH:15][n:16][c:17]5[n:18]4[n:19][c:20](-[c:23]4[cH:24][cH:25][c:26]([C:29]6=[CH:34][CH2:33][NH:32][CH2:31][CH2:30]6)[cH:27][cH:28]4)[cH:21][n:22]5)[CH2:12][CH2:13]3)[cH:8][cH:9][c:10]12. Reactants: O=C1NOC(=C1)[C@H]1C[C@H](N(CC1)C(=O)OC)C1=CC=C(C=C1)C(F)(F)F ((2S,4R)-Methyl 4-(3-oxo-2,3-dihydroisoxazol-5-yl)-2-(4-(trifluoromethyl)phenyl)piperidine-1-carboxylate), Br (hydrogen bromide), Br (hydrogen bromide). Product: FC(C1=CC=C(C=C1)[C@H]1NCC[C@H](C1)C1=CC(NO1)=O)(F)F (5-((2S,4R)-2-(4-(trifluoromethyl)phenyl)piperidin-4-yl)isoxazol-3(2H)-one). Isolated yield 67.4%. RXN SMILES: [O:1]=[C:2]1[CH:6]=[C:5]([C@@H:7]2[CH2:12][CH2:11][N:10](C(OC)=O)[C@H:9]([C:17]3[CH:22]=[CH:21][C:20]([C:23]([F:26])([F:25])[F:24])=[CH:19][CH:18]=3)[CH2:8]2)[O:4][NH:3]1.Br>>[F:26][C:23]([F:24])([F:25])[C:20]1[CH:19]=[CH:18][C:17]([C@@H:9]2[CH2:8][C@H:7]([C:5]3[O:4][NH:3][C:2](=[O:1])[CH:6]=3)[CH2:12][CH2:11][NH:10]2)=[CH:22][CH:21]=1. Procedure details: (2S,4R)-Methyl 4-(3-oxo-2,3-dihydroisoxazol-5-yl)-2-(4-(trifluoromethyl)phenyl)piperidine-1-carboxylate (591 mg, 1.60 mmol) (from example 33, step 3) was dissolved in hydrogen bromide (33% in acetic acid, 12 mL, 68.52 mmol) and the mixture stirred at room temperature. After 24 h more hydrogen bromide (33% in acetic acid, 5 mL, 28.55 mmol) was added and the reaction continued at room temperature for a total of 1.5 days. The solvent was evaporated and the residue purified by preparative HPLC (Inst...